From a dataset of the Open Reaction Database (ORD), a public repository of structured organic reaction records. describe an organic reaction: reactants, conditions, products, and yield Reactants: FC(S(=O)(=O)[O-])(F)F.C(C)(C)(C)OC1=CC=C(C=C1)[S+](C1=CC=CC=C1)C1=CC=CC=C1 ((p-tert-butoxyphenyl)diphenylsulfonium trifluoromethanesulfonate), FC(S(=O)(=O)O)(F)F (trifluoromethanesulfonic acid). Reaction SMILES: [F:1][C:2]([F:8])([F:7])[S:3]([O-:6])(=[O:5])=[O:4].C([O:13][C:14]1[CH:19]=[CH:18][C:17]([S+:20]([C:27]2[CH:32]=[CH:31][CH:30]=[CH:29][CH:28]=2)[C:21]2[CH:26]=[CH:25][CH:24]=[CH:23][CH:22]=2)=[CH:16][CH:15]=1)(C)(C)C.FC(F)(F)S(O)(=O)=O>CO>[F:1][C:2]([F:8])([F:7])[S:3]([O-:6])(=[O:5])=[O:4].[OH:13][C:14]1[CH:19]=[CH:18][C:17]([S+:20]([C:27]2[CH:28]=[CH:29][CH:30]=[CH:31][CH:32]=2)[C:21]2[CH:26]=[CH:25][CH:24]=[CH:23][CH:22]=2)=[CH:16][CH:15]=1 |f:0.1,4.5|. The product is FC(S(=O)(=O)[O-])(F)F.OC1=CC=C(C=C1)[S+](C1=CC=CC=C1)C1=CC=CC=C1 ((p-hydroxyphenyl)diphenylsulfonium trifluoromethanesulfonate). Isolated yield 93.0%. Procedure details: A solution of 48.4 g (0.1 mol) of (p-tert-butoxyphenyl)diphenylsulfonium trifluoromethanesulfonate and 1.5 g (0.01 mol) of trifluoromethanesulfonic acid in 500 g of methanol was heated at 60° to 70° C. for 6 hours with stirring. The reaction mixture was evaporated in vacuo. The residual oil was washed two times with 100 g of diethyl ether. The amount of this crude product was 40 g (yield 93%). Without further purification, the crude product was used in subsequent reaction. Solvent: CO (methanol). Starting materials: C(C)(C)(C)OC(=O)N1[C@H](CCC1)[C@H]([C@H](CC1=CC(=CC(=C1)F)F)N(CC1=C(C=CC=C1)C)CC1=C(C=CC=C1)C)O (2-(R)-[2-(S)-[bis-(2-methylbenzyl)-amino]-3-(3,5-difluorophenyl)-1-(S)-hydroxypropyl]-pyrrolidine-1-carboxylic acid tert-butyl ester), [H][H] (hydrogen). Reagents/catalysts: [Pd] (palladium on carbon). The solvent is CO (methanol). The product is C(C)(C)(C)OC(=O)N1[C@H](CCC1)[C@H]([C@H](CC1=CC(=CC(=C1)F)F)N)O (2-(R)-[2-(S)-Amino-3-(3,5-difluorophenyl)-1-(S)-hydroxypropyl]-pyrrolidine-1-carboxylic acid tert-butyl ester). As a reaction SMILES: [C:1]([O:5][C:6]([N:8]1[CH2:12][CH2:11][CH2:10][C@@H:9]1[C@@H:13]([OH:41])[C@@H:14]([N:24](CC1C=CC=CC=1C)CC1C=CC=CC=1C)[CH2:15][C:16]1[CH:21]=[C:20]([F:22])[CH:19]=[C:18]([F:23])[CH:17]=1)=[O:7])([CH3:4])([CH3:3])[CH3:2].[H][H]>[Pd].CO>[C:1]([O:5][C:6]([N:8]1[CH2:12][CH2:11][CH2:10][C@@H:9]1[C@@H:13]([OH:41])[C@@H:14]([NH2:24])[CH2:15][C:16]1[CH:21]=[C:20]([F:22])[CH:19]=[C:18]([F:23])[CH:17]=1)=[O:7])([CH3:4])([CH3:2])[CH3:3]. Procedure details: Add 2-(R)-[2-(S)-[bis-(2-methylbenzyl)-amino]-3-(3,5-difluorophenyl)-1-(S)-hydroxypropyl]-pyrrolidine-1-carboxylic acid tert-butyl ester (0.116 g, 0.205 mmol), 20% palladium on carbon (0.069 g) and methanol (3 mL) and hydrogenate at one atmosphere hydrogen gas for 18 h. Add filter agent and filter and concentrate to give the title compound as a residue (0.069 g, 94%). Reactants: O (water), O=C1N(C2=NC=CC=C2C=C1)CCCC1(CCNCC1)C(=O)OCC (ethyl 4-(3-(2-oxo-1,8-naphthyridin-1(2H)-yl)propyl)piperidine-4-carboxylate), C([O-])([O-])=O.[K+].[K+] (potassium carbonate), BrCCSC=1SC=CC1 (2-((2-bromoethyl)thio)thiophene). Solvent: C(C)(=O)OCC (ethyl acetate), CN(C=O)C (N,N-dimethylformamide). Conditions: temperature 60 celsius, time 10 minute. Product: O=C1N(C2=NC=CC=C2C=C1)CCCC1(CCN(CC1)CCSC=1SC=CC1)C(=O)OCC (ethyl 4-(3-(2-oxo-1,8-naphthyridin-1(2H)-yl)propyl)-1-(2-(2-thienylthio)ethyl)piperidine-4-carboxylate). Yield: 60.0%. RXN SMILES: [O:1]=[C:2]1[CH:11]=[CH:10][C:9]2[C:4](=[N:5][CH:6]=[CH:7][CH:8]=2)[N:3]1[CH2:12][CH2:13][CH2:14][C:15]1([C:21]([O:23][CH2:24][CH3:25])=[O:22])[CH2:20][CH2:19][NH:18][CH2:17][CH2:16]1.C(=O)([O-])[O-].[K+].[K+].Br[CH2:33][CH2:34][S:35][C:36]1[S:37][CH:38]=[CH:39][CH:40]=1.O>CN(C)C=O.C(OCC)(=O)C>[O:1]=[C:2]1[CH:11]=[CH:10][C:9]2[C:4](=[N:5][CH:6]=[CH:7][CH:8]=2)[N:3]1[CH2:12][CH2:13][CH2:14][C:15]1([C:21]([O:23][CH2:24][CH3:25])=[O:22])[CH2:16][CH2:17][N:18]([CH2:33][CH2:34][S:35][C:36]2[S:37][CH:38]=[CH:39][CH:40]=2)[CH2:19][CH2:20]1 |f:1.2.3|. Reported procedure: To a solution of 0.46 g of ethyl 4-(3-(2-oxo-1,8-naphthyridin-1(2H)-yl)propyl)piperidine-4-carboxylate in 10 mL of N,N-dimethylformamide, 0.37 g of potassium carbonate and 0.31 g of 2-((2-bromoethyl)thio)thiophene were added, and the mixture was stirred at 50 to 70° C. for 2 hours 10 minutes. The reaction mixture was cooled to room temperature, then, water and ethyl acetate were added thereto, the organic layer was separated, and the aqueous layer was extracted with ethyl acetate. The organic la... Reactants: CC(C)(C)OC(=O)N1CCC(C(=O)N2CCN(S(=O)(=O)c3ccc4cc(Cl)ccc4c3)CC2)CC1, COc1ccccc1, ClCCl, O=C(O)C(F)(F)F. Product: O=C(O)C(F)(F)F, O=C(C1CCNCC1)N1CCN(S(=O)(=O)c2ccc3cc(Cl)ccc3c2)CC1. As a reaction SMILES: [C:1]([O:2][C:3]([CH3:4])([CH3:5])[CH3:6])(=[O:7])[N:8]1[CH2:9][CH2:10][CH:11]([C:14](=[O:15])[N:16]2[CH2:17][CH2:18][N:19]([S:22](=[O:23])(=[O:24])[c:25]3[cH:26][c:27]4[cH:28][cH:29][c:30]([Cl:35])[cH:31][c:32]4[cH:33][cH:34]3)[CH2:20][CH2:21]2)[CH2:12][CH2:13]1.[CH3:36][O:37][c:38]1[cH:39][cH:40][cH:41][cH:42][cH:43]1.[Cl:51][CH2:52][Cl:53].[F:44][C:45]([C:46](=[O:47])[OH:48])([F:49])[F:50]>>[F:44][C:45]([C:46](=[O:47])[OH:48])([F:49])[F:50].[NH:8]1[CH2:9][CH2:10][CH:11]([C:14](=[O:15])[N:16]2[CH2:17][CH2:18][N:19]([S:22](=[O:23])(=[O:24])[c:25]3[cH:26][c:27]4[cH:28][cH:29][c:30]([Cl:35])[cH:31][c:32]4[cH:33][cH:34]3)[CH2:20][CH2:21]2)[CH2:12][CH2:13]1.